From a dataset of the Open Reaction Database (ORD), a public repository of structured organic reaction records. describe an organic reaction: reactants, conditions, products, and yield The product is COC(=O)C=CC(=O)c1cc(Br)c(N)c(Br)c1. The reactants are C[Si](C)(C)Cl, CO, Nc1c(Br)cc(C(=O)C=CC(=O)O)cc1Br. RXN SMILES: [CH3:17][Si:18]([CH3:19])([CH3:20])[Cl:21].[CH3:22][OH:23].[NH2:1][c:2]1[c:3]([Br:16])[cH:4][c:5]([C:9]([CH:10]=[CH:11][C:12](=[O:13])[OH:14])=[O:15])[cH:6][c:7]1[Br:8]>>[NH2:1][c:2]1[c:3]([Br:16])[cH:4][c:5]([C:9]([CH:10]=[CH:11][C:12](=[O:13])[O:14][CH3:17])=[O:15])[cH:6][c:7]1[Br:8]. Reactants: N1C(=NC2=C1C=CC=C2)C(=O)C2=CC=C(C=C2)OC2=NC=CN=C2Cl (1H-benzimidazol-2-yl(4-((3-chloro-2-pyrazinyl)oxy)phenyl)methanone), bis[di-tert-butyl(phenyl)phosphane]dichloropalladium, O (water), C(C)(C)(C)[Si](OC1CC=C(CC1)B1OC(C(O1)(C)C)(C)C)(C)C (tert-butyldimethyl((4-(4,4,5,5-tetramethyl-1,3,2-dioxaborolan-2-yl)-3-cyclohexen-1-yl)oxy)silane), C(C)(=O)[O-].[K+] (potassium acetate). The solvent is CC#N (MeCN). Conditions: temperature 100 celsius, time 18 hour. Product: N1C(=NC2=C1C=CC=C2)C(=O)C2=CC=C(C=C2)OC2=NC=CN=C2C2=CCC(CC2)O[Si](C)(C)C(C)(C)C (1H-benzimidazol-2-yl(4-((3-(4-((tert-butyl(dimethyl)silyl)oxy)-1-cyclohexen-1-yl)-2-pyrazinyl)oxy)phenyl)methanone). RXN SMILES: [NH:1]1[C:5]2[CH:6]=[CH:7][CH:8]=[CH:9][C:4]=2[N:3]=[C:2]1[C:10]([C:12]1[CH:17]=[CH:16][C:15]([O:18][C:19]2[C:24](Cl)=[N:23][CH:22]=[CH:21][N:20]=2)=[CH:14][CH:13]=1)=[O:11].[C:26]([Si:30]([CH3:48])([CH3:47])[O:31][CH:32]1[CH2:37][CH2:36][C:35](B2OC(C)(C)C(C)(C)O2)=[CH:34][CH2:33]1)([CH3:29])([CH3:28])[CH3:27].C([O-])(=O)C.[K+].O>CC#N>[NH:1]1[C:5]2[CH:6]=[CH:7][CH:8]=[CH:9][C:4]=2[N:3]=[C:2]1[C:10]([C:12]1[CH:17]=[CH:16][C:15]([O:18][C:19]2[C:24]([C:35]3[CH2:36][CH2:37][CH:32]([O:31][Si:30]([C:26]([CH3:29])([CH3:28])[CH3:27])([CH3:47])[CH3:48])[CH2:33][CH:34]=3)=[N:23][CH:22]=[CH:21][N:20]=2)=[CH:14][CH:13]=1)=[O:11] |f:2.3|. Procedure: 1H-benzimidazol-2-yl(4-((3-chloro-2-pyrazinyl)oxy)phenyl)methanone (0.50 g, 1.4 mmol), tert-butyldimethyl((4-(4,4,5,5-tetramethyl-1,3,2-dioxaborolan-2-yl)-3-cyclohexen-1-yl)oxy)silane (0.68 g, 2.0 mmol), potassium acetate (1.0 g, 11.0 mmol), and bis[di-tert-butyl(phenyl)phosphane]dichloropalladium (0.066 g, 0.11 mmol) were taken up in 24 mL of 3:1 MeCN:water. The mixture was purged with nitrogen and heated to 100° C. After 18 hours, the mixture was diluted with 30 mL of water and extracted three... Starting materials: [Si](C)(C)(C(C)(C)C)O[C@@H]([C@@H](OC1=CC=C(C=C1)B(O)O)C)CCC=1C=NC=CC1 ((1S,2R)-4-[2-(tert-butyldimethylsilanyloxy)-1-methyl-4-pyridin-3-ylbutoxy]benzeneboronic acid), Cl (hydrochloric acid). Solvent: CO (methanol). Yields the product O[C@@H]([C@@H](OC1=CC=C(C=C1)B(O)O)C)CCC=1C=NC=CC1 ((1S,2R)-4-(2-Hydroxy-1-methyl-4-pyridin-3-ylbutoxy)benzeneboronic acid). RXN SMILES: [Si]([O:8][C@H:9]([CH2:22][CH2:23][C:24]1[CH:25]=[N:26][CH:27]=[CH:28][CH:29]=1)[C@H:10]([CH3:21])[O:11][C:12]1[CH:17]=[CH:16][C:15]([B:18]([OH:20])[OH:19])=[CH:14][CH:13]=1)(C(C)(C)C)(C)C.Cl>CO>[OH:8][C@H:9]([CH2:22][CH2:23][C:24]1[CH:25]=[N:26][CH:27]=[CH:28][CH:29]=1)[C@H:10]([CH3:21])[O:11][C:12]1[CH:13]=[CH:14][C:15]([B:18]([OH:20])[OH:19])=[CH:16][CH:17]=1. Procedure: A solution of (1S,2R)-4-[2-(tert-butyldimethylsilanyloxy)-1-methyl-4-pyridin-3-ylbutoxy]benzeneboronic acid (10 g, Example 11) in methanol (150 ml) was stirred for 16 hours at room temperature and 2M hydrochloric acid (25 ml). The solution was concentrated to give an acidic aqueous residue which was washed with diethyl ether. The aqueous layer was basified with saturated sodium bicarbonate, the product was extracted into ethyl acetate, dried over anhydrous magnesium sulfate, filtered and concent...